This data is from the Open Reaction Database (ORD), a public repository of structured organic reaction records. The task is: describe an organic reaction: reactants, conditions, products, and yield RXN SMILES: C[O:2][C:3](=O)[CH2:4][C:5]1[N:6]=[C:7]([C:11]2[CH:16]=[CH:15][CH:14]=[CH:13][CH:12]=2)[O:8][C:9]=1[CH3:10].[H-].[H-].[H-].[H-].[Li+].[Al+3].[OH-].[Na+].[O-]S([O-])(=O)=O.[Mg+2]>CCOCC.O>[CH3:10][C:9]1[O:8][C:7]([C:11]2[CH:16]=[CH:15][CH:14]=[CH:13][CH:12]=2)=[N:6][C:5]=1[CH2:4][CH2:3][OH:2] |f:1.2.3.4.5.6,7.8,9.10|. Isolated yield 78.7%. Procedure details: (5-Methyl-2-phenyl-1,3-oxazol-4-yl)-acetic acid methyl ester (2.3 g, 10 mmol) was dissolved in 16 mL of Et2O, and then added dropwise at 0° C. to a suspension of LiAlH4 (0.38 g, 10 mmol) in Et2O (4 mL). The solution was stirred at room temperature overnight, to which 0.4 mL H2O, 0.4 mL of 15% NaOH solution, and 1.2 mL of H2O, and a spoon of anhydrous MgSO4 were carefully added in turn. The mixture was filtered, and the filtrate was concentrated to give 1.6 g of 2-(5-methyl-2-phenyl-1,3-oxazol-4-... Run in CCOCC (Et2O), CCOCC (Et2O), O (H2O), O (H2O). Product: CC1=C(N=C(O1)C1=CC=CC=C1)CCO (2-(5-methyl-2-phenyl-1,3-oxazol-4-yl)-ethanol). Starting materials: [H-].[H-].[H-].[H-].[Li+].[Al+3] (LiAlH4), [O-]S(=O)(=O)[O-].[Mg+2] (MgSO4), COC(CC=1N=C(OC1C)C1=CC=CC=C1)=O ((5-Methyl-2-phenyl-1,3-oxazol-4-yl)-acetic acid methyl ester), [OH-].[Na+] (NaOH). Starting materials: NC1=NC(=CC=C1)N (2,6-diamino pyridine), FC(C(C(CC(C(C(F)(F)F)(F)F)=O)=O)(F)F)(F)F (1,1,1,2,2,6,6,7,7,7-decafluoroheptan-3,5-dione), ice water, [OH-].[NH4+] (ammonium hydroxide). Solvent: P(O)(O)(O)=O (phosphoric acid). Conditions: time 6 hour. The product is NC1=NC2=NC(=CC(=C2C=C1)C(C(F)(F)F)(F)F)C(C(F)(F)F)(F)F (2-Amino-5,7-di(pentafluoroethyl)-1,8-naphthyridine). As a reaction SMILES: [NH2:1][C:2]1[CH:7]=[CH:6][CH:5]=[C:4]([NH2:8])[N:3]=1.[F:9][C:10]([F:27])([F:26])[C:11]([F:25])([F:24])[C:12](=O)[CH2:13][C:14](=O)[C:15]([F:21])([F:20])[C:16]([F:19])([F:18])[F:17].[OH-].[NH4+]>P(=O)(O)(O)O>[NH2:1][C:2]1[CH:7]=[CH:6][C:5]2[C:4](=[N:8][C:14]([C:15]([F:20])([F:21])[C:16]([F:17])([F:18])[F:19])=[CH:13][C:12]=2[C:11]([F:25])([F:24])[C:10]([F:27])([F:26])[F:9])[N:3]=1 |f:2.3|. Procedure: A mixture of 2,6-diamino pyridine (5.2 g., 4.76 mmole), 1,1,1,2,2,6,6,7,7,7-decafluoroheptan-3,5-dione (14.5 g., 4.80 mmole) and 85% phosphoric acid (50 ml.) is stirred at 90°-95° C. for 6 hours. When cool, the reaction mixture is poured into ice-water and neutralized with ammonium hydroxide to pH 7. The solid is collected, washed with water, dried, and can be purified by recrystallization from benzene.